Dataset: the Open Reaction Database (ORD), a public repository of structured organic reaction records. Task: describe an organic reaction: reactants, conditions, products, and yield Reactants: FC=1C=C(CC=2C=C3C(=NNC3=CC2)N)C=C(C1)F (5-(3,5-difluoro-benzyl)-1H-indazol-3-ylamine), Cl.CN1CCN(CC1)C1=CC(=C(C(=O)O)C=C1)N(C(C(F)(F)F)=O)[C@@H]1CC[C@@H](CC1)OC(=O)C1=CC=CC=C1 (4-(4-methylpiperazin-1-yl)-2-[{cis-4-[(phenylcarbonyl)oxy]cyclohexyl}(trifluoroacetyl)amino]benzoic acid hydrochloride), C(C(=O)Cl)(=O)Cl (oxalyl chloride), O[Li].O (LiOH hydrate). Solvent: N1=CC=CC=C1 (pyridine), CO (MeOH), C(Cl)Cl (DCM), O (water). Conditions: time 2 hour. The product is FC=1C=C(CC=2C=C3C(=NNC3=CC2)NC(C2=C(C=C(C=C2)N2CCN(CC2)C)N[C@@H]2CC[C@@H](CC2)O)=O)C=C(C1)F (N-[5-(3,5-difluorobenzyl)-1H-indazol-3-yl]-2-[(cis-4-hydroxycyclohexyl)amino]-4-(4-methylpiperazin-1-yl)benzamide). The yield is 27.2%. RXN SMILES: Cl.[CH3:2][N:3]1[CH2:8][CH2:7][N:6]([C:9]2[CH:17]=[CH:16][C:12]([C:13](O)=[O:14])=[C:11]([N:18]([C@H:25]3[CH2:30][CH2:29][C@@H:28]([O:31]C(C4C=CC=CC=4)=O)[CH2:27][CH2:26]3)C(=O)C(F)(F)F)[CH:10]=2)[CH2:5][CH2:4]1.C(Cl)(=O)C(Cl)=O.[F:46][C:47]1[CH:48]=[C:49]([CH:61]=[C:62]([F:64])[CH:63]=1)[CH2:50][C:51]1[CH:52]=[C:53]2[C:57](=[CH:58][CH:59]=1)[NH:56][N:55]=[C:54]2[NH2:60].O[Li].O>C(Cl)Cl.N1C=CC=CC=1.CO.O>[F:46][C:47]1[CH:48]=[C:49]([CH:61]=[C:62]([F:64])[CH:63]=1)[CH2:50][C:51]1[CH:52]=[C:53]2[C:57](=[CH:58][CH:59]=1)[NH:56][N:55]=[C:54]2[NH:60][C:13](=[O:14])[C:12]1[CH:16]=[CH:17][C:9]([N:6]2[CH2:7][CH2:8][N:3]([CH3:2])[CH2:4][CH2:5]2)=[CH:10][C:11]=1[NH:18][C@H:25]1[CH2:30][CH2:29][C@@H:28]([OH:31])[CH2:27][CH2:26]1 |f:0.1,4.5|. Procedure details: 4-(4-methylpiperazin-1-yl)-2-[{cis-4-[(phenylcarbonyl)oxy]cyclohexyl}(trifluoroacetyl)amino]benzoic acid hydrochloride (1.03 gr, 1.94 mmol) and oxalyl chloride (3.88 mmol) were stirred in DCM dry (20 mL) and a few drops of dry DMF at 0° C., temperature was allowed to reach room temperature in 2 hours. Volatiles were evaporated and the residue dissolved in dry pyridine (25 mL) at 0° C. A solution of 5-(3,5-difluoro-benzyl)-1H-indazol-3-ylamine (387 mg, 1.49 mmol) in dry pyridine (6 mL) was added ... Yields the product OCc1cc(OCCN2CCNCC2)cc(CO)n1. As a reaction SMILES: [C:2]([O:3][C:4](=[O:5])[N:9]1[CH2:10][CH2:11][N:12]([CH2:15][CH2:16][O:17][c:18]2[cH:19][c:20]([CH2:26][OH:27])[n:21][c:22]([CH2:24][OH:25])[cH:23]2)[CH2:13][CH2:14]1)([CH3:6])([CH3:7])[CH3:8].[ClH:1].[O:28]1[CH2:29][CH2:30][O:31][CH2:32][CH2:33]1>>[NH:9]1[CH2:10][CH2:11][N:12]([CH2:15][CH2:16][O:17][c:18]2[cH:19][c:20]([CH2:26][OH:27])[n:21][c:22]([CH2:24][OH:25])[cH:23]2)[CH2:13][CH2:14]1. The reactants are CC(C)(C)OC(=O)N1CCN(CCOc2cc(CO)nc(CO)c2)CC1, Cl, C1COCCO1.